From a dataset of the Open Reaction Database (ORD), a public repository of structured organic reaction records. describe an organic reaction: reactants, conditions, products, and yield Starting materials: CS(=O)(=O)OC[C@@H]1COC=2C(=NC=CC2)O1 ((S)-2,3-dihydro-1,4-dioxino[2,3-b]pyridine-3-methanol methanesulfonate), CaO, NCCCN1C(NC(CC1)=O)=O (1-(3-aminopropyl)dihydro-2,4(1H,3H)-pyrimidinedione). Run in O1CCOCC1 (dioxane). Product: O1C[C@@H](OC2=NC=CC=C21)CNCCCN2C(NC(CC2)=O)=O ((S)-1-[3-[[(2,3-dihydro[1,4]dioxino[2,3-b]pyridin-3-yl)methyl]amino]propyl]dihydro-2,4(1H,3H)-pyrimidinedione). The yield is 16.1%. Reaction SMILES: [NH2:1][CH2:2][CH2:3][CH2:4][N:5]1[CH2:10][CH2:9][C:8](=[O:11])[NH:7][C:6]1=[O:12].CS(O[CH2:18][C@H:19]1[O:28][C:23]2=[N:24][CH:25]=[CH:26][CH:27]=[C:22]2[O:21][CH2:20]1)(=O)=O>O1CCOCC1>[O:21]1[C:22]2[C:23](=[N:24][CH:25]=[CH:26][CH:27]=2)[O:28][C@@H:19]([CH2:18][NH:1][CH2:2][CH2:3][CH2:4][N:5]2[CH2:10][CH2:9][C:8](=[O:11])[NH:7][C:6]2=[O:12])[CH2:20]1. Procedure details: A mixture of intermediate (54) (0.058 mol) in dioxane (400 ml) was stirred. A mixture of intermediate (3) (0.029 mol) and CaO (2.4 g) was added. The reaction mixture was stirred at 140° C. for 16 hours. The solvent was evaporated. DCM and water was added to the residue. The separated organic layer was dried, filtered and the solvent was evaporated. The residue was purified by high-performance liquid chromatography over silica gel (eluent:CH2Cl2/(CH3OH/NH3) 90/10). The product fractions were coll...